This data is from the Open Reaction Database (ORD), a public repository of structured organic reaction records. The task is: describe an organic reaction: reactants, conditions, products, and yield Starting materials: COC1CN(C(=O)OC(C)(C)C)CC1OC, Cl. The product is COC1CNCC1OC. Reaction SMILES: [CH3:1][O:2][CH:3]1[CH2:4][N:5]([C:10]([O:11][C:12]([CH3:13])([CH3:14])[CH3:15])=[O:16])[CH2:6][CH:7]1[O:8][CH3:9].[ClH:17]>>[CH3:1][O:2][CH:3]1[CH2:4][NH:5][CH2:6][CH:7]1[O:8][CH3:9]. Starting materials: CCC(CC)(c1ccc(CCC(O[Si](C)(C)C(C)(C)C)C(C)(C)C)c(C)c1)c1ccc(B2OC(C)(C)C(C)(C)O2)c(C)c1, CCOC(=O)Cc1ccc(Cl)nc1, CN(C)C=O, ClCCl, O. Yields the product CCOC(=O)Cc1ccc(-c2ccc(C(CC)(CC)c3ccc(CCC(O[Si](C)(C)C(C)(C)C)C(C)(C)C)c(C)c3)cc2C)nc1. Reaction SMILES: [C:1]([CH3:2])([CH3:3])([CH3:4])[Si:5]([CH3:6])([CH3:7])[O:8][CH:9]([C:10]([CH3:11])([CH3:12])[CH3:13])[CH2:14][CH2:15][c:16]1[c:17]([CH3:43])[cH:18][c:19]([C:22]([CH2:23][CH3:24])([c:25]2[cH:26][c:27]([CH3:40])[c:28]([B:31]3[O:32][C:33]([CH3:34])([CH3:35])[C:36]([CH3:37])([CH3:38])[O:39]3)[cH:29][cH:30]2)[CH2:41][CH3:42])[cH:20][cH:21]1.[CH2:44]([CH3:45])[O:46][C:47]([CH2:48][c:49]1[cH:50][cH:51][c:52]([Cl:55])[n:53][cH:54]1)=[O:56].[CH3:61][N:62]([CH3:63])[CH:64]=[O:65].[Cl:57][CH2:58][Cl:59].[OH2:60]>>[C:1]([CH3:2])([CH3:3])([CH3:4])[Si:5]([CH3:6])([CH3:7])[O:8][CH:9]([C:10]([CH3:11])([CH3:12])[CH3:13])[CH2:14][CH2:15][c:16]1[c:17]([CH3:43])[cH:18][c:19]([C:22]([CH2:23][CH3:24])([c:25]2[cH:26][c:27]([CH3:40])[c:28](-[c:52]3[cH:51][cH:50][c:49]([CH2:48][C:47]([O:46][CH2:44][CH3:45])=[O:56])[cH:54][n:53]3)[cH:29][cH:30]2)[CH2:41][CH3:42])[cH:20][cH:21]1. Starting materials: CCOc1cc(C=O)c(Br)cc1OC, C1COCCN1, C1CCOC1, [Li]CCCC, CCOC(C)=O, [Cl-], O=S(=O)(NF)c1ccccc1, [NH4+]. The product is CCOc1cc(C=O)c(F)cc1OC. Reaction SMILES: [Br:12][c:13]1[c:14]([CH:15]=[O:16])[cH:17][c:18]([O:23][CH2:24][CH3:25])[c:19]([O:21][CH3:22])[cH:20]1.[CH2:1]1[NH:2][CH2:3][CH2:4][O:5][CH2:6]1.[CH2:39]1[O:40][CH2:41][CH2:42][CH2:43]1.[CH2:7]([Li:8])[CH2:9][CH2:10][CH3:11].[CH3:44][CH2:45][O:46][C:47](=[O:48])[CH3:49].[Cl-:37].[F:26][NH:27][S:28]([c:29]1[cH:30][cH:31][cH:32][cH:33][cH:34]1)(=[O:35])=[O:36].[NH4+:38]>>[c:13]1([F:26])[c:14]([CH:15]=[O:16])[cH:17][c:18]([O:23][CH2:24][CH3:25])[c:19]([O:21][CH3:22])[cH:20]1. The product is Cc1cccc(CN)c1N. As a reaction SMILES: [Al+3:13].[CH2:21]1[O:22][CH2:23][CH2:24][CH2:25]1.[H-:12].[H-:15].[H-:16].[H-:17].[Li+:14].[NH2:1][c:2]1[c:3]([C:4](=[O:5])[NH2:6])[cH:7][cH:8][cH:9][c:10]1[CH3:11].[Na+:20].[OH-:19].[OH2:18]>>[NH2:1][c:2]1[c:3]([CH2:4][NH2:6])[cH:7][cH:8][cH:9][c:10]1[CH3:11]. Reactants: [Al+3], C1CCOC1, [H-], [H-], [H-], [H-], [Li+], Cc1cccc(C(N)=O)c1N, [Na+], [OH-], O. Starting materials: C(CCC\C=C/C\C=C/C\C=C/C\C=C/C\C=C/CC)(=O)O ((5Z,8Z,11Z,14Z,17Z)-icosa-5,8,11,14,17-pentaenoic acid), C(=O)([O-])[O-].[K+].[K+] (K2CO3), hydrochloride salt, ClCCCN1[C@@H]([C@H]([C@@H]([C@H](C1)O)O)O)CO ((2R,3R,4R,5S)-1-(3-chloropropyl)-2-(hydroxymethyl)piperidine-3,4,5-triol). The solvent is CN(C)C=O (DMF), CN(C)C=O (DMF). Conditions: temperature 60 celsius, time 30 minute. Yields the product C(CCC\C=C/C\C=C/C\C=C/C\C=C/C\C=C/CC)(=O)OCCCN1C([C@H](C(C(C1)O)O)O)CO (3-[(3R)-3,4,5-trihydroxy-2-(hydroxymethyl)piperidin-1-yl]propyl (5Z,8Z,11Z,14Z,17Z)-icosa-5,8,11,14,17-pentaenoate), compound 7. Isolated yield 39.0%. RXN SMILES: [C:1]([OH:22])(=[O:21])[CH2:2][CH2:3][CH2:4]/[CH:5]=[CH:6]\[CH2:7]/[CH:8]=[CH:9]\[CH2:10]/[CH:11]=[CH:12]\[CH2:13]/[CH:14]=[CH:15]\[CH2:16]/[CH:17]=[CH:18]\[CH2:19][CH3:20].C([O-])([O-])=O.[K+].[K+].Cl[CH2:30][CH2:31][CH2:32][N:33]1[CH2:38][C@H:37]([OH:39])[C@@H:36]([OH:40])[C@H:35]([OH:41])[C@H:34]1[CH2:42][OH:43]>CN(C=O)C>[C:1]([O:22][CH2:30][CH2:31][CH2:32][N:33]1[CH2:38][CH:37]([OH:39])[CH:36]([OH:40])[C@H:35]([OH:41])[CH:34]1[CH2:42][OH:43])(=[O:21])[CH2:2][CH2:3][CH2:4]/[CH:5]=[CH:6]\[CH2:7]/[CH:8]=[CH:9]\[CH2:10]/[CH:11]=[CH:12]\[CH2:13]/[CH:14]=[CH:15]\[CH2:16]/[CH:17]=[CH:18]\[CH2:19][CH3:20] |f:1.2.3|. Procedure details: To a stirred solution of (5Z,8Z,11Z,14Z,17Z)-icosa-5,8,11,14,17-pentaenoic acid 6 (6.94 g, 22.95 mmol) in DMF (25 mL) was added K2CO3 (12.69 g, 91.78 mmol) at room temperature and the mixture was stirred for 30 min. Then a solution of hydrochloride salt of (2R,3R,4R,5S)-1-(3-chloropropyl)-2-(hydroxymethyl)piperidine-3,4,5-triol 5 (5.5 g, 22.95 mmol) in DMF (25 mL) was added to the reaction mixture and the mixture was heated at 60° C. for 36 h. The reaction mixture was then filtered through a cel... Starting materials: COC(C1=CC(=CC=C1)COC1=CC=C(C=C1)I)=O (3-(4-iodo-phenoxymethyl)-benzoic acid methyl ester), COC(C1=CC(=CC=C1)COC1=CC=C(C=C1)I)=O (3-(4-iodo-phenoxymethyl)-benzoic acid methyl ester), FC(OC1=C(C=CC=C1)B(O)O)(F)F (2-(trifluoromethoxy)benzeneboronic acid). Yields the product FC(OC1=C(C=CC=C1)C1=CC=C(C=C1)OCC=1C=C(C(=O)O)C=CC1)(F)F (3-(2′-Trifluoromethoxy-biphenyl-4-yloxymethyl)-benzoic acid). RXN SMILES: C[O:2][C:3](=[O:19])[C:4]1[CH:9]=[CH:8][CH:7]=[C:6]([CH2:10][O:11][C:12]2[CH:17]=[CH:16][C:15](I)=[CH:14][CH:13]=2)[CH:5]=1.[F:20][C:21]([F:33])([F:32])[O:22][C:23]1[CH:28]=[CH:27][CH:26]=[CH:25][C:24]=1B(O)O>>[F:20][C:21]([F:32])([F:33])[O:22][C:23]1[CH:28]=[CH:27][CH:26]=[CH:25][C:24]=1[C:15]1[CH:16]=[CH:17][C:12]([O:11][CH2:10][C:6]2[CH:5]=[C:4]([CH:9]=[CH:8][CH:7]=2)[C:3]([OH:2])=[O:19])=[CH:13][CH:14]=1. Procedure: 3-(2′-Trifluoromethoxy-biphenyl-4-yloxymethyl)-benzoic acid was prepared using general procedure 1 from 3-(4-iodo-phenoxymethyl)-benzoic acid methyl ester (of Intermediate 1) and 2-(trifluoromethoxy)benzeneboronic acid (ASDI Incorporated, Newark, Del.). Mass spectrum MH+=389.